From a dataset of the Open Reaction Database (ORD), a public repository of structured organic reaction records. describe an organic reaction: reactants, conditions, products, and yield Starting materials: CC1=CC=C(C=C(C(=O)O)CC(=O)O)C=C1 (2-(4-methylbenzylidene)succinic acid). The reagents and catalysts are [Pd] (Pd-C). Solvent: C(C)O (ethanol). Reaction conditions: time 40 hour. The product is CC1=CC=C(CC(C(=O)O)CC(=O)O)C=C1 (2-(4-methylbenzyl)succinic acid). Isolated yield 94.7%. As a reaction SMILES: [CH3:1][C:2]1[CH:16]=[CH:15][C:5]([CH:6]=[C:7]([CH2:11][C:12]([OH:14])=[O:13])[C:8]([OH:10])=[O:9])=[CH:4][CH:3]=1>C(O)C.[Pd]>[CH3:1][C:2]1[CH:3]=[CH:4][C:5]([CH2:6][CH:7]([CH2:11][C:12]([OH:14])=[O:13])[C:8]([OH:10])=[O:9])=[CH:15][CH:16]=1. Procedure: To a suspension of 2-(4-methylbenzylidene)succinic acid (4.5 g) in ethanol (50 ml) was added 10% Pd-C (100 mg) and the mixture was hydrogenated at room temperature and atmospheric pressure for 40 hours. After the catalyst was filtered off, the solvent was evaporated under reduced pressure. The resulting residue was recrystallized from hexane-ethyl acetate (1:1) to give 4.3 g of 2-(4-methylbenzyl)succinic acid.